Dataset: the Open Reaction Database (ORD), a public repository of structured organic reaction records. Task: describe an organic reaction: reactants, conditions, products, and yield The reactants are CN(C)C=O, O=C(O)C=Cc1ccc(C(c2cc(F)ccc2F)S(=O)(=O)c2ccc(Cl)cc2)nc1, ClCCl, N, O=S(Cl)Cl. Product: NC(=O)C=Cc1ccc(C(c2cc(F)ccc2F)S(=O)(=O)c2ccc(Cl)cc2)nc1. Reaction SMILES: [CH3:35][N:36]([CH3:37])[CH:38]=[O:39].[Cl:1][c:2]1[cH:3][cH:4][c:5]([S:8](=[O:9])(=[O:10])[CH:11]([c:12]2[cH:13][cH:14][c:15]([CH:18]=[CH:19][C:20](=[O:21])[OH:22])[cH:16][n:17]2)[c:23]2[c:24]([F:30])[cH:25][cH:26][c:27]([F:29])[cH:28]2)[cH:6][cH:7]1.[Cl:41][CH2:42][Cl:43].[NH3:40].[S:31]([Cl:32])([Cl:33])=[O:34]>>[Cl:1][c:2]1[cH:3][cH:4][c:5]([S:8](=[O:9])(=[O:10])[CH:11]([c:12]2[cH:13][cH:14][c:15]([CH:18]=[CH:19][C:20](=[O:21])[NH2:36])[cH:16][n:17]2)[c:23]2[c:24]([F:30])[cH:25][cH:26][c:27]([F:29])[cH:28]2)[cH:6][cH:7]1. Reported procedure: 3-Amino-l-propanol (5.0 g) was dissolved in a mixture of dioxane (50 ml) and water (50 ml), and to the resulting solution were added under ice-cooling sodium hydrogen carbonate (4.3 mg) and benzyloxychloride (15.6 ml). The resultant mixture was stirred at that temperature for 1.5 hours. Ethyl acetate and water were added to the reaction solution obtained. The organic layer so separated was dried over magnesium sulfate. The solvent was evaporated off from the solution, and the residue was purifie... Starting materials: resultant mixture, C(O)([O-])=O.[Na+] (sodium hydrogen carbonate), C(C1=CC=CC=C1)OCl (benzyloxychloride), C(C)(=O)OCC (Ethyl acetate), NCCCO (3-Amino-l-propanol). Product: C(C1=CC=CC=C1)OC(=O)NCCCO (3-benzyloxycarbonylamino-1-propanol). Isolated yield 62.0%. Solvent: O (water), O1CCOCC1 (dioxane), O (water). As a reaction SMILES: [NH2:1][CH2:2][CH2:3][CH2:4][OH:5].[C:6](=[O:9])([O-])[OH:7].[Na+].[CH2:11](OCl)[C:12]1[CH:17]=[CH:16][CH:15]=[CH:14][CH:13]=1.C(OCC)(=O)C>O1CCOCC1.O>[CH2:11]([O:7][C:6]([NH:1][CH2:2][CH2:3][CH2:4][OH:5])=[O:9])[C:12]1[CH:17]=[CH:16][CH:15]=[CH:14][CH:13]=1 |f:1.2|. The reactants are CO, CC(=O)OC(C)=O, ClC(Cl)Cl, [Na+], [Na+], O=C([O-])[O-], ON=Cc1cn2c(cnc3ccccc32)n1. Yields the product N#Cc1cn2c(cnc3ccccc32)n1. RXN SMILES: [CH3:27][OH:28].[CH3:29][C:30]([O:31][C:32](=[O:33])[CH3:34])=[O:35].[CH:23]([Cl:24])([Cl:25])[Cl:26].[Na+:17].[Na+:18].[O-:19][C:20](=[O:21])[O-:22].[cH:1]1[c:2]([CH:14]=[N:15][OH:16])[n:3][c:4]2[n:5]1[c:6]1[cH:7][cH:8][cH:9][cH:10][c:11]1[n:12][cH:13]2>>[cH:1]1[c:2]([C:14]#[N:15])[n:3][c:4]2[n:5]1[c:6]1[cH:7][cH:8][cH:9][cH:10][c:11]1[n:12][cH:13]2.